Dataset: the Open Reaction Database (ORD), a public repository of structured organic reaction records. Task: describe an organic reaction: reactants, conditions, products, and yield Reactants: C(C1=CC=CC=C1)N1CC(CC1)C1(CCC1)NC(=O)OC(C)(C)C (1-benzyl-3-(1-tert-butoxycarbonylaminocyclobutyl)pyrrolidine). Reagents/catalysts: [C].[Pd] (palladium-carbon). Solvent: C(C)O (ethanol). Conditions: time 3 hour. Product: C(C)(C)(C)OC(=O)NC1(CCC1)C1CNCC1 (3-(1-tert-Butoxycarbonylaminocyclobutyl)pyrrolidine). The yield is 88.0%. As a reaction SMILES: C([N:8]1[CH2:12][CH2:11][CH:10]([C:13]2([NH:17][C:18]([O:20][C:21]([CH3:24])([CH3:23])[CH3:22])=[O:19])[CH2:16][CH2:15][CH2:14]2)[CH2:9]1)C1C=CC=CC=1>C(O)C.[C].[Pd]>[C:21]([O:20][C:18]([NH:17][C:13]1([CH:10]2[CH2:11][CH2:12][NH:8][CH2:9]2)[CH2:14][CH2:15][CH2:16]1)=[O:19])([CH3:24])([CH3:22])[CH3:23] |f:2.3|. Reported procedure: A 212 mg (0.65 mmol) portion of 1-benzyl-3-(1-tert-butoxycarbonylaminocyclobutyl)pyrrolidine (fr. 1) was dissolved in 20.0 ml of ethanol, mixed with 200 mg of 10% palladium-carbon and stirred for 3 hours under a hydrogen pressure of 4 atm with warming by an infrared lamp. After removing the catalyst by filtration, the solvent was evaporated to yield 136 mg (88%) of the title compound.